From a dataset of the Open Reaction Database (ORD), a public repository of structured organic reaction records. describe an organic reaction: reactants, conditions, products, and yield The reactants are [N+](=O)(O)[O-] (Nitric acid), BrC1=CC2=C(C(=NC=3C=CNC(C23)=O)NC(C(C)(C)C)C)C=C1 (9-bromo-6-[(1,2,2-trimethylpropyl)amino]benzo[c]-1,6-naphthyridin-1(2H)-one). Solvent: C(=O)(C(F)(F)F)O (TFA), ClCCl (dichloromethane). Run at temperature 40 celsius, time 1.5 hour. The product is BrC1=CC2=C(C(=NC=3C(=CNC(C23)=O)[N+](=O)[O-])NC(C(C)(C)C)C)C=C1 (9-bromo-4-nitro-6-[(1,2,2-trimethylpropyl)amino]benzo[c]-1,6-naphthyridin-1(2H)-one). Reaction SMILES: [N+:1]([O-:4])(O)=[O:2].[Br:5][C:6]1[CH:27]=[CH:26][C:9]2[C:10]([NH:19][CH:20]([CH3:25])[C:21]([CH3:24])([CH3:23])[CH3:22])=[N:11][C:12]3[CH:13]=[CH:14][NH:15][C:16](=[O:18])[C:17]=3[C:8]=2[CH:7]=1>C(O)(C(F)(F)F)=O.ClCCl>[Br:5][C:6]1[CH:27]=[CH:26][C:9]2[C:10]([NH:19][CH:20]([CH3:25])[C:21]([CH3:22])([CH3:23])[CH3:24])=[N:11][C:12]3[C:13]([N+:1]([O-:4])=[O:2])=[CH:14][NH:15][C:16](=[O:18])[C:17]=3[C:8]=2[CH:7]=1. Procedure: Nitric acid (0.271 mL, 4.24 mmol) was added to 9-bromo-6-[(1,2,2-trimethylpropyl)amino]benzo[c]-1,6-naphthyridin-1(2H)-one (397 mg, 1.061 mmol) in TFA (10.600 mL) at room temperature. Reaction was then heated to 40° C. and stirred for 1.5 h. The reaction was then diluted with dichloromethane (150 mL) and quenched by pouring cautiously into saturated NaHCO3. The layers were separated and the aqueous phase was further extracted with a 75 mL portion of dichloromethane. The combined organic layers w... The reactants are CC(C)(C)OC(=O)NCC=O, CC(=O)O[BH-](OC(C)=O)OC(C)=O, CC(Cl)Cl, CCOC(=O)C1CN(C(=O)OC(C)(C)C)CCN1, [Na+]. Product: CCOC(=O)C1CN(C(=O)OC(C)(C)C)CCN1CCNC(=O)OC(C)(C)C. Reaction SMILES: [C:19](=[O:20])([O:21][C:22]([CH3:23])([CH3:24])[CH3:25])[NH:26][CH2:27][CH:28]=[O:29].[C:30]([O:31][BH-:32]([O:33][C:34](=[O:35])[CH3:36])[O:37][C:38](=[O:39])[CH3:40])(=[O:41])[CH3:42].[Cl:44][CH:45]([Cl:46])[CH3:47].[N:1]1([C:12](=[O:13])[O:14][C:15]([CH3:16])([CH3:17])[CH3:18])[CH2:2][CH:3]([C:7](=[O:8])[O:9][CH2:10][CH3:11])[NH:4][CH2:5][CH2:6]1.[Na+:43]>>[N:1]1([C:12](=[O:13])[O:14][C:15]([CH3:16])([CH3:17])[CH3:18])[CH2:2][CH:3]([C:7](=[O:8])[O:9][CH2:10][CH3:11])[N:4]([CH2:28][CH2:27][NH:26][C:19](=[O:20])[O:21][C:22]([CH3:23])([CH3:24])[CH3:25])[CH2:5][CH2:6]1. Reactants: ClC=1C=C(C=C(C1CC1=NNC(C(=C1)C(C)C)=O)Cl)N1C(C2=CC=CC=C2C1=O)=O (2-[3,5-dichloro-4-(5-isopropyl-6-oxo-1,6-dihydro-pyridazin-3-ylmethyl)-phenyl]-isoindole-1,3-dione), COC(N(C)C)OC (N,N-dimethylformamide dimethyl acetal). Solvent: C(Cl)Cl (methylene chloride). Run at temperature 105 celsius. The product is ClC=1C=C(C=C(C1CC1=NN(C(C(=C1)C(C)C)=O)C)Cl)N1C(C2=CC=CC=C2C1=O)=O (2-[3,5-Dichloro-4-(5-isopropyl-1-methyl-6-oxo-1,6-dihydro-pyridazin-3-ylmethyl)-phenyl]-isoindole-1,3-dione). The yield is 52.0%. RXN SMILES: [Cl:1][C:2]1[CH:3]=[C:4]([N:20]2[C:28](=[O:29])[C:27]3[C:22](=[CH:23][CH:24]=[CH:25][CH:26]=3)[C:21]2=[O:30])[CH:5]=[C:6]([Cl:19])[C:7]=1[CH2:8][C:9]1[CH:14]=[C:13]([CH:15]([CH3:17])[CH3:16])[C:12](=[O:18])[NH:11][N:10]=1.[CH3:31]OC(OC)N(C)C>C(Cl)Cl>[Cl:1][C:2]1[CH:3]=[C:4]([N:20]2[C:28](=[O:29])[C:27]3[C:22](=[CH:23][CH:24]=[CH:25][CH:26]=3)[C:21]2=[O:30])[CH:5]=[C:6]([Cl:19])[C:7]=1[CH2:8][C:9]1[CH:14]=[C:13]([CH:15]([CH3:17])[CH3:16])[C:12](=[O:18])[N:11]([CH3:31])[N:10]=1. Procedure details: A mixture of 2-[3,5-dichloro-4-(5-isopropyl-6-oxo-1,6-dihydro-pyridazin-3-ylmethyl)-phenyl]-isoindole-1,3-dione (92) (570 mg, 1.29 mmol) and N,N-dimethylformamide dimethyl acetal (12 mL) was heated to 105° C. for 4.5 h. At this time, the reaction was cooled to 25° C. and diluted with methylene chloride. This solution was washed with water (1×50 mL) and a saturated aqueous sodium chloride solution (1×50 mL), dried with magnesium sulfate, filtered and concentrated under vacuum. Flash chromatograph... Starting materials: ClCCl, O=S(=O)(Cl)Cl, CCOc1cc(OCCOCc2ccccc2)cc2c1C(=O)N(CSc1ccccc1)S2(=O)=O. Product: CCOc1cc(OCCOCc2ccccc2)cc2c1C(=O)N(CCl)S2(=O)=O. RXN SMILES: [Cl:40][CH2:41][Cl:42].[S:35]([Cl:36])(=[O:37])([Cl:38])=[O:39].[c:1]1([S:2][CH2:8][N:9]2[S:10](=[O:11])(=[O:12])[c:13]3[cH:14][c:15]([O:24][CH2:25][CH2:26][O:27][CH2:28][c:29]4[cH:30][cH:31][cH:32][cH:33][cH:34]4)[cH:16][c:17]([O:21][CH2:22][CH3:23])[c:18]3[C:19]2=[O:20])[cH:3][cH:4][cH:5][cH:6][cH:7]1>>[CH2:8]([N:9]1[S:10](=[O:11])(=[O:12])[c:13]2[cH:14][c:15]([O:24][CH2:25][CH2:26][O:27][CH2:28][c:29]3[cH:30][cH:31][cH:32][cH:33][cH:34]3)[cH:16][c:17]([O:21][CH2:22][CH3:23])[c:18]2[C:19]1=[O:20])[Cl:38]. The reactants are BrB(Br)Br, CCc1c(-c2ccc(OC)cc2)c2cc(C(C)=O)c3cc(OC)cc1n32, CO, ClCCl, ClCCl. The product is CCc1c(-c2ccc(O)cc2)c2cc(C(C)=O)c3cc(OC)cc1n32. Reaction SMILES: [B:27]([Br:28])([Br:29])[Br:30].[C:1]([CH3:2])(=[O:3])[c:4]1[cH:5][c:6]2[c:7](-[c:19]3[cH:20][cH:21][c:22]([O:25][CH3:26])[cH:23][cH:24]3)[c:8]([CH2:17][CH3:18])[c:9]3[cH:10][c:11]([O:15][CH3:16])[cH:12][c:13]1[n:14]23.[CH3:34][OH:35].[Cl:31][CH2:32][Cl:33].[Cl:36][CH2:37][Cl:38]>>[C:1]([CH3:2])(=[O:3])[c:4]1[cH:5][c:6]2[c:7](-[c:19]3[cH:20][cH:21][c:22]([OH:25])[cH:23][cH:24]3)[c:8]([CH2:17][CH3:18])[c:9]3[cH:10][c:11]([O:15][CH3:16])[cH:12][c:13]1[n:14]23. Reactants: CN=C=O, CCO, CC1NC(=O)NN=C1c1ccc(N)cc1, c1ccncc1. Product: CNC(=O)Nc1ccc(C2=NNC(=O)NC2C)cc1. RXN SMILES: [CH3:16][N:17]=[C:18]=[O:19].[CH3:26][CH2:27][OH:28].[NH2:1][c:2]1[cH:3][cH:4][c:5]([C:8]2=[N:13][NH:12][C:11](=[O:14])[NH:10][CH:9]2[CH3:15])[cH:6][cH:7]1.[cH:20]1[cH:21][cH:22][n:23][cH:24][cH:25]1>>[NH:1]([c:2]1[cH:3][cH:4][c:5]([C:8]2=[N:13][NH:12][C:11](=[O:14])[NH:10][CH:9]2[CH3:15])[cH:6][cH:7]1)[C:18]([NH:17][CH3:16])=[O:19].